From a dataset of the Open Reaction Database (ORD), a public repository of structured organic reaction records. describe an organic reaction: reactants, conditions, products, and yield Solvent: C(Cl)Cl (CH2Cl2), C(C)N(CC)CC (triethylamine), C(Cl)Cl (CH2Cl2), ClCCl (dichloromethane). Reaction SMILES: CS(C)=O.C(Cl)(=O)C(Cl)=O.[CH2:11]([O:18][CH2:19][CH2:20][CH2:21][OH:22])[C:12]1[CH:17]=[CH:16][CH:15]=[CH:14][CH:13]=1.Cl>ClCCl.C(N(CC)CC)C>[CH2:11]([O:18][CH2:19][CH2:20][CH:21]=[O:22])[C:12]1[CH:17]=[CH:16][CH:15]=[CH:14][CH:13]=1. The reactants are C(C(=O)Cl)(=O)Cl (oxalyl chloride), C(C1=CC=CC=C1)OCCCO (3-Benzyloxy-1-propanol), Cl (HCl), CS(=O)C (DMSO). Procedure: Under nitrogen, a solution of DMSO (8.4 mL, 118 mmoles) in dry dichloromethane (125 mL) is cooled to -60° C., and oxalyl chloride (5 mL, 59 mmoles) in CH2Cl2 (40 mL) is added slowly. After stirring for 5 min at -50° C., 3-benzyloxy-1-propanol (14), 8.9 g, 53.7 mmoles) in CH2Cl2 (27 mL) is added at -60° C. Stirring is continued for 15 min, then triethylamine (47 mL) is added slowly at -60° C. After 5 min at this temperature, the mixture is allowed to warm up to room temperature. After addition of... Run at temperature -50 celsius, time 5 minute. The product is C(C1=CC=CC=C1)OCCC=O (3-Benzyloxy-1-propanal). Starting materials: ClC1=CC(=C(N=N1)NN)C ((6-Chloro-4-methylpyridazin-3-yl)hydrazine), N#CBr (cyanogen bromide). Solvent: O (water), CCO (EtOH), CCO (EtOH), O (water). Run at time 6 hour. The product is Br.ClC=1C=C(C=2N(N1)C(=NN2)N)C (6-Chloro-8-methyl-[1,2,4]triazolo[4,3-b]pyridazin-3-ylamine hydrobromide). Reaction SMILES: [Cl:1][C:2]1[N:7]=[N:6][C:5]([NH:8][NH2:9])=[C:4]([CH3:10])[CH:3]=1.[N:11]#[C:12][Br:13]>CCO.O>[BrH:13].[Cl:1][C:2]1[CH:3]=[C:4]([CH3:10])[C:5]2[N:6]([C:12]([NH2:11])=[N:9][N:8]=2)[N:7]=1 |f:4.5|. Procedure details: (6-Chloro-4-methylpyridazin-3-yl)hydrazine (W3.002; 4.6 g) were initially charged in EtOH (330 ml) and water (70 ml) while stirring at RT. Thereafter, cyanogen bromide in a mixture of EtOH (170 ml) and water (30 ml) was slowly added dropwise at RT. After stirring at RT for 6 h, the mixture was left to stand overnight. Then the mixture was dried and the residue was purified using silica gel (40 g cartridge, DCM/methanol gradient of 0-10% in 30 min). 7.3 g of the title compound were obtained. The reactants are BrC=1C=C2C(=NC1)N(C=C2C2=CC=C(C(=O)NC)C=C2)S(=O)(=O)C2=CC=C(C=C2)C (4-[5-Bromo-1-(toluene-4-sulfonyl)-1H-pyrrolo[2,3-b]pyridin-3-yl]-N-methyl-benzamide), O (Water), COC=1C=C(C=C(C1OC)OC)B(O)O (3,4,5-trimethoxyphenylboronic acid), C(=O)([O-])[O-].[Na+].[Na+] (Na2CO3). Reagents/catalysts: Cl[Pd]([P](C1=CC=CC=C1)(C2=CC=CC=C2)C3=CC=CC=C3)([P](C4=CC=CC=C4)(C5=CC=CC=C5)C6=CC=CC=C6)Cl (dichlorobis(triphenylphosphine)palladium). The solvent is CC#N (CH3CN). Yields the product CNC(C1=CC=C(C=C1)C1=CNC2=NC=C(C=C21)C2=CC(=C(C(=C2)OC)OC)OC)=O (N-methyl-4-[5-(3,4,5-trimethoxy-phenyl)-1H-pyrrolo[2,3-b]pyridin-3-yl]-benzamide). Isolated yield 46.5%. As a reaction SMILES: Br[C:2]1[CH:3]=[C:4]2[C:10]([C:11]3[CH:20]=[CH:19][C:14]([C:15]([NH:17][CH3:18])=[O:16])=[CH:13][CH:12]=3)=[CH:9][N:8](S(C3C=CC(C)=CC=3)(=O)=O)[C:5]2=[N:6][CH:7]=1.[CH3:31][O:32][C:33]1[CH:34]=[C:35](B(O)O)[CH:36]=[C:37]([O:41][CH3:42])[C:38]=1[O:39][CH3:40].C([O-])([O-])=O.[Na+].[Na+].O>CC#N.Cl[Pd](Cl)([P](C1C=CC=CC=1)(C1C=CC=CC=1)C1C=CC=CC=1)[P](C1C=CC=CC=1)(C1C=CC=CC=1)C1C=CC=CC=1>[CH3:18][NH:17][C:15](=[O:16])[C:14]1[CH:19]=[CH:20][C:11]([C:10]2[C:4]3[C:5](=[N:6][CH:7]=[C:2]([C:35]4[CH:36]=[C:37]([O:41][CH3:42])[C:38]([O:39][CH3:40])=[C:33]([O:32][CH3:31])[CH:34]=4)[CH:3]=3)[NH:8][CH:9]=2)=[CH:12][CH:13]=1 |f:2.3.4,^1:58,77|. Reported procedure: 4-[5-Bromo-1-(toluene-4-sulfonyl)-1H-pyrrolo[2,3-b]pyridin-3-yl]-N-methyl-benzamide (Intermediate CE, 100 mg, 0.206 mmol), 3,4,5-trimethoxyphenylboronic acid (53 mg, 0.248 mmol) and dichlorobis(triphenylphosphine)palladium (II) (9 mg, 0.012 mmol) were combined in CH3CN (2 ml) and 1 M Na2CO3 (2 ml) and reacted in a microwave reactor for 20 min at 150° C. Water was added, the aqueous phase was extracted with DCM and the organic phase was dried and evaporated. Purification by silica gel chromatogra... The solvent is CCOCC (ether), CCOCC (ether), O (water). Reaction SMILES: [NH:1]1[CH2:8][CH2:7][CH2:6][C@H:2]1[C:3]([OH:5])=[O:4].[O-2].[Mg+2].Cl[C:12]([O:14][C:15]1[CH:20]=[CH:19][C:18]([CH3:21])=[CH:17][CH:16]=1)=[O:13].S(=O)(=O)(O)O>O.CCOCC>[CH3:21][C:18]1[CH:19]=[CH:20][C:15]([O:14][C:12]([N:1]2[CH2:8][CH2:7][CH2:6][C@H:2]2[C:3]([OH:5])=[O:4])=[O:13])=[CH:16][CH:17]=1 |f:1.2|. Procedure details: In this example, 11.5 g L-proline and 8.0 g magnesium oxide are dissolved in 100 ml water, and then admixed with 60 ml ether. A solution of p-methylphenyl chloroformate [8.5 g; boiling point: 109°-110° C. (28-30 mmHg)] dissolved in 50 ml ether is added thereto, while cooling the mixture in an ice bath (5°-10° C.). After stirring for 30 minutes, the reaction solution is acidified by adding 60 ml concentrated sulfuric acid, and extracted three times with 60 ml ethyl acetate. The extract is washed ... Reaction conditions: time 30 minute. The reactants are N1[C@H](C(=O)O)CCC1 (L-proline), ClC(=O)OC1=CC=C(C=C1)C (p-methylphenyl chloroformate), [O-2].[Mg+2] (magnesium oxide), S(O)(O)(=O)=O (sulfuric acid). Yield: 74.5%. Product: CC1=CC=C(C=C1)OC(=O)N1[C@H](C(=O)O)CCC1 (p-methylphenyloxycarbonyl-L-proline). Reactants: C1(=CC=CC=C1)C=1C=CN2N=C(N=C(C21)NCC2=NC=CC=C2)C=2C=NC=C(C#N)C2 (5-(5-phenyl-4-((pyridin-2-ylmethyl)amino)pyrrolo[2,1-f][1,2,4]triazin-2-yl)nicotinonitrile), CO (MeOH), [OH-].[K+] (KOH). Solvent: O1CCOCC1 (dioxane), O (water), C(Cl)(Cl)Cl (CHCl3). Reaction conditions: temperature 95 celsius. Yields the product C1(=CC=CC=C1)C=1C=CN2N=C(N=C(C21)NCC2=NC=CC=C2)C=2C=NC=C(C(=O)O)C2 (5-(5-phenyl-4-((pyridin-2-ylmethyl)amino)pyrrolo[2,1-f][1,2,4]triazin-2-yl)nicotinic acid). Yield: 49.0%. Reaction SMILES: [C:1]1([C:7]2[CH:8]=[CH:9][N:10]3[C:15]=2[C:14]([NH:16][CH2:17][C:18]2[CH:23]=[CH:22][CH:21]=[CH:20][N:19]=2)=[N:13][C:12]([C:24]2[CH:25]=[N:26][CH:27]=[C:28]([CH:31]=2)C#N)=[N:11]3)[CH:6]=[CH:5][CH:4]=[CH:3][CH:2]=1.[CH3:32][OH:33].[OH-:34].[K+]>O1CCOCC1.O.C(Cl)(Cl)Cl>[C:1]1([C:7]2[CH:8]=[CH:9][N:10]3[C:15]=2[C:14]([NH:16][CH2:17][C:18]2[CH:23]=[CH:22][CH:21]=[CH:20][N:19]=2)=[N:13][C:12]([C:24]2[CH:25]=[N:26][CH:27]=[C:28]([CH:31]=2)[C:32]([OH:34])=[O:33])=[N:11]3)[CH:2]=[CH:3][CH:4]=[CH:5][CH:6]=1 |f:2.3|. Procedure: To a stirred solution of 5-(5-phenyl-4-((pyridin-2-ylmethyl)amino)pyrrolo[2,1-f][1,2,4]triazin-2-yl)nicotinonitrile (50.0 mg, 0.124 mmol) in dioxane (5 mL)/MeOH (2 mL) was added KOH (34.8 mg, 0.620 mmol) dissolved in water (2 mL) in a pressure tube. The contents were heated at 95° C. for 12 h. The reaction mixture was allowed to cool and concentrated under reduced pressure to give a white solid. The solid was dissolved in CHCl3 and washed with 1.5 N HCl (5 mL) and the organic layer was separated... The reactants are S (hydrogen sulphide), ClC1=CC=CC2=C1C(N1[C@H](C=3N2C=NC3C#N)CC1)=O ((S)-8-chloro-9-oxo-12,12a-dihydro-9H,11 H-azeto[2,1-c]imidazo[1,5-a][1,4]benzodiazepine-1-carbonitrile). The solvent is C(C)N(CC)CC (triethylamine), N1=CC=CC=C1 (pyridine). Reaction conditions: time 48 hour. Product: ClC1=CC=CC2=C1C(N1[C@H](C=3N2C=NC3C(N)=S)CC1)=O ((S)-8-chloro-9-oxo-12,12a-dihydro-9H,11H-azeto[2,1-c]imidazo[1,5-a][1,4]benzodiazepine-1-thiocarboxamide). Yield: 35.0%. As a reaction SMILES: [SH2:1].[Cl:2][C:3]1[C:8]2[C:9](=[O:21])[N:10]3[CH2:20][CH2:19][C@H:11]3[C:12]3[N:13]([CH:14]=[N:15][C:16]=3[C:17]#[N:18])[C:7]=2[CH:6]=[CH:5][CH:4]=1>N1C=CC=CC=1.C(N(CC)CC)C>[Cl:2][C:3]1[C:8]2[C:9](=[O:21])[N:10]3[CH2:20][CH2:19][C@H:11]3[C:12]3[N:13]([CH:14]=[N:15][C:16]=3[C:17](=[S:1])[NH2:18])[C:7]=2[CH:6]=[CH:5][CH:4]=1. Reported procedure: A stream of hydrogen sulphide was conducted for 1 hr. through a solution of 11.3 g (0.0396 mol) of (S)-8-chloro-9-oxo-12,12a-dihydro-9H,11 H-azeto[2,1-c]imidazo[1,5-a][1,4]benzodiazepine-1-carbonitrile in 230 ml of pyridine and 2.3 ml of triethylamine. The green solution was left to stand for 48 hrs., then de-gassed with a stream of nitrogen and subsequently completely freed from the solvents. The residue was partitioned between dichloromethane and water and extracted. The pale yellow product wa... Reactants: CC(=O)C.OS(=O)(=O)O.O=[Cr](=O)=O (Jones reagent), ClC=1C=CC(=C(C1)NC(CO)(C)C)[N+](=O)[O-] (2-[N-(5-Chloro-2-nitrophenyl)]amino-2-methyl-1-propanol), CC(=O)C (acetone). The solvent is C(C)(C)O (Isopropanol). Product: ClC=1C=CC(=C(C1)NC(C)(C(=O)O)C)[N+](=O)[O-] (N-(5-Chloro-2-nitrophenyl)-2-methylalanine). As a reaction SMILES: CC(C)=[O:3].OS(O)(=O)=O.O=[Cr](=O)=O.[Cl:14][C:15]1[CH:16]=[CH:17][C:18]([N+:27]([O-:29])=[O:28])=[C:19]([NH:21][C:22]([CH3:26])([CH3:25])[CH2:23][OH:24])[CH:20]=1.CC(C)=O>C(O)(C)C>[Cl:14][C:15]1[CH:16]=[CH:17][C:18]([N+:27]([O-:29])=[O:28])=[C:19]([NH:21][C:22]([CH3:26])([C:23]([OH:3])=[O:24])[CH3:25])[CH:20]=1 |f:0.1.2|. Reported procedure: Jones reagent (2.67M) is added in aliquots (40 ml, 20 ml, 20 ml, 20 ml and 10 ml) every 15 min to a solution of 2-[N-(5-Chloro-2-nitrophenyl)]amino-2-methyl-1-propanol (IX,EXAMPLE 9, 26.9 g) and acetone (2.05 l) at 0° until the reaction is done as measured by TLC. Isopropanol (150 ml) is added and the mixture is allowed to warm to 20°-25°. The mixture is filtered and the solids are washed with acetone several times. The combined filtrates are concentrated and partitioned between ether (800 ml) a...